From a dataset of the Open Reaction Database (ORD), a public repository of structured organic reaction records. describe an organic reaction: reactants, conditions, products, and yield Starting materials: C, CCOC(=O)CCc1cn(Cc2ccc(OCc3ccccc3)c(OC)c2)nc1OCC, CCO, C1CCOC1, [Pd]. Yields the product CCOC(=O)CCc1cn(Cc2ccc(O)c(OC)c2)nc1OCC. As a reaction SMILES: [C:36].[CH2:1]([c:2]1[cH:3][cH:4][cH:5][cH:6][cH:7]1)[O:8][c:9]1[c:10]([O:31][CH3:32])[cH:11][c:12]([CH2:13][n:14]2[n:15][c:16]([O:26][CH2:27][CH3:28])[c:17]([CH2:19][CH2:20][C:21](=[O:22])[O:23][CH2:24][CH3:25])[cH:18]2)[cH:29][cH:30]1.[CH3:33][CH2:34][OH:35].[O:38]1[CH2:39][CH2:40][CH2:41][CH2:42]1.[Pd:37]>>[OH:8][c:9]1[c:10]([O:31][CH3:32])[cH:11][c:12]([CH2:13][n:14]2[n:15][c:16]([O:26][CH2:27][CH3:28])[c:17]([CH2:19][CH2:20][C:21](=[O:22])[O:23][CH2:24][CH3:25])[cH:18]2)[cH:29][cH:30]1.